From a dataset of the Open Reaction Database (ORD), a public repository of structured organic reaction records. describe an organic reaction: reactants, conditions, products, and yield The reactants are OC1=C2CCCC(C2=CC=C1)=O (5-hydroxy-3,4-dihydro-1(2H)-naphthalenone), C(Cl)[C@H]1CO1 ((R)-(-)-epichlorhydrine). The product is O1[C@H](COC2=C3CCCC(C3=CC=C2)=O)C1.O1CC1 (oxirane (S)-5-(2,3-epoxypropoxy)-3,4-dihydro-1(2H)-naphthalenone). Reaction SMILES: [OH:1][C:2]1[CH:11]=[CH:10][CH:9]=[C:8]2[C:3]=1[CH2:4][CH2:5][CH2:6][C:7]2=[O:12].[CH2:13]([C@@H:15]1[O:17][CH2:16]1)Cl>>[O:17]1[CH2:16][C@H:15]1[CH2:13][O:1][C:2]1[CH:11]=[CH:10][CH:9]=[C:8]2[C:3]=1[CH2:4][CH2:5][CH2:6][C:7]2=[O:12].[O:12]1[CH2:7][CH2:8]1 |f:2.3|. Procedure: reacting 5-hydroxy-3,4-dihydro-1(2H)-naphthalenone with (R)-(-)-epichlorhydrine, in an aprotic solvent in the presence of a strong base at a temperature of over 90° C., to give the intermediate chiral oxirane (S)-5-(2,3-epoxypropoxy)-3,4-dihydro-1(2H)-naphthalenone with an optical purity greater than 95%, and then, The reactants are CC1(CC1)C(=O)N1CCC=2C(C3=C(NC2C1)C=CC=C3C(=O)OC)=O (methyl 2-(1-methylcyclopropanecarbonyl)-5-oxo-1,2,3,4,5,10-hexahydrobenzo[b][1,7]naphthyridine-6-carboxylate), O.NN (hydrazine hydrate). The product is CC1(CC1)C(=O)N1CCC=2C=3C4=C(NC2C1)C=CC=C4C(NN3)=O (9-(1-Methylcyclopropanecarbonyl)-8,9,10,11-tetrahydro-2H-phthalazino[8,1-bc][1,7]naphthyridin-3(7H)-one). RXN SMILES: [CH3:1][C:2]1([C:5]([N:7]2[CH2:16][C:15]3[NH:14][C:13]4[CH:17]=[CH:18][CH:19]=[C:20]([C:21]([O:23]C)=O)[C:12]=4[C:11](=O)[C:10]=3[CH2:9][CH2:8]2)=[O:6])[CH2:4][CH2:3]1.O.[NH2:27][NH2:28]>>[CH3:1][C:2]1([C:5]([N:7]2[CH2:16][C:15]3[NH:14][C:13]4[CH:17]=[CH:18][CH:19]=[C:20]5[C:21](=[O:23])[NH:27][N:28]=[C:11]([C:12]=45)[C:10]=3[CH2:9][CH2:8]2)=[O:6])[CH2:4][CH2:3]1 |f:1.2|. Reported procedure: The target product was prepared from methyl 2-(1-methylcyclopropanecarbonyl)-5-oxo-1,2,3,4,5,10-hexahydrobenzo[b][1,7]naphthyridine-6-carboxylate and hydrazine hydrate according to the same procedure described as in Example 1 (step 4). 1H NMR (DMSO-d6) δ 11.8 (s, 1H), 10.6 (s, 1H), 7.62-7.64 (m, 1H), 7.47-7.49 (m, 1H), 7.24-7.26 (m, 1H), 4.41 (bs, 2H), 3.85 (bs, 2H), 2.42 (bs, 2H), 1.28 (s, 3H), 0.84 (bs, 2H), 0.60 (bs, 2H). MS (ESI) m/e [M+1]+323. The reactants are OC1=C(C2=C(C(C(=CO2)C2=CC=C(C=C2)[N+](=O)[O-])=O)C=C1)C (7-Hydroxy-8-methyl-3-(4-nitrophenyl)-4H-1-benzopyran-4-one). The reagents and catalysts are [Ni] (Raney nickel). Solvent: O1CCOCC1.C(C)O (dioxane ethanol). The product is OC1=C(C2=C(CC(CO2)C2=CC=C(C=C2)N)C=C1)C (3,4-dihydro-7-hydroxy-8-methyl-3-(4-aminophenyl)-2H-1-benzopyran). RXN SMILES: [OH:1][C:2]1[CH:21]=[CH:20][C:5]2[C:6](=O)[C:7]([C:10]3[CH:15]=[CH:14][C:13]([N+:16]([O-])=O)=[CH:12][CH:11]=3)=[CH:8][O:9][C:4]=2[C:3]=1[CH3:22]>O1CCOCC1.C(O)C.[Ni]>[OH:1][C:2]1[CH:21]=[CH:20][C:5]2[CH2:6][CH:7]([C:10]3[CH:15]=[CH:14][C:13]([NH2:16])=[CH:12][CH:11]=3)[CH2:8][O:9][C:4]=2[C:3]=1[CH3:22] |f:1.2|. Reported procedure: 7-Hydroxy-8-methyl-3-(4-nitrophenyl)-4H-1-benzopyran-4-one (440 mg), dissolved in a mixture of dioxane/ethanol 1:1 (200 ml), is hydrogenated for 15 h at room temperatutre over Raney nickel (200 mg). After filtration of the catalyst, the filtrate is evaporated under reduced pressure. The residue is dissolved in ethanol (75 ml) and hydrogenated for 15 h at room temperature over palladium 10% on active charcoal (200 mg) in the presence of p-toluenesulfonic acid monohydrate (760 mg). After filtratio... Reactants: C1(CC1)N(S(=O)(=O)C1=C(C=C(C=C1C)OC)C)CC=1OC=C(N1)C(=O)O (2-({cyclopropyl[(4-methoxy-2,6-dimethylphenyl)sulfonyl]amino}methyl)-1,3-oxazole-4-carboxylic acid), Cl.Cl.CNCC1=CC=C(CN2CC(C(C2)O)O)C=C1 (1-{4-[(methylamino)methyl]benzyl}pyrrolidine-3,4-diol dihydrochloride), CCN=C=NCCCN(C)C (EDCI), C=1C=CC2=C(C1)N=NN2O (HOBt). Solvent: C(Cl)Cl (DCM). Yields the product C1(CC1)N(S(=O)(=O)C1=C(C=C(C=C1C)OC)C)CC=1OC=C(N1)C(=O)N(C)CC1=CC=C(C=C1)CN1CC(C(C1)O)O (2-({Cyclopropyl[(4-methoxy-2,6-dimethylphenyl)sulfonyl]amino}methyl)-N-{4-[(3,4-dihydroxypyrrolidin-1-yl)methyl]benzyl}-N-methyl-1,3-oxazole-4-carboxamide). Procedure: The title compound was prepared according to general procedure BH using 2-({cyclopropyl[(4-methoxy-2,6-dimethylphenyl)sulfonyl]amino}methyl)-1,3-oxazole-4-carboxylic acid (35 mg, 0.09 mmol), EDCI (25 mg, 0.13 mmol), HOBt (19 mg, 0.19 mmol) DIPEA (0.03 mL, 0.21 mmol), 1-{4-[(methylamino)methyl]benzyl}pyrrolidine-3,4-diol dihydrochloride (30 mg, 0.11 mmol) and DCM (10 mL). RXN SMILES: [CH:1]1([N:4]([CH2:18][C:19]2[O:20][CH:21]=[C:22]([C:24]([OH:26])=O)[N:23]=2)[S:5]([C:8]2[C:13]([CH3:14])=[CH:12][C:11]([O:15][CH3:16])=[CH:10][C:9]=2[CH3:17])(=[O:7])=[O:6])[CH2:3][CH2:2]1.CCN=C=NCCCN(C)C.C1C=CC2N(O)N=NC=2C=1.Cl.Cl.[CH3:50][NH:51][CH2:52][C:53]1[CH:66]=[CH:65][C:56]([CH2:57][N:58]2[CH2:62][CH:61]([OH:63])[CH:60]([OH:64])[CH2:59]2)=[CH:55][CH:54]=1>C(Cl)Cl>[CH:1]1([N:4]([CH2:18][C:19]2[O:20][CH:21]=[C:22]([C:24]([N:51]([CH2:52][C:53]3[CH:54]=[CH:55][C:56]([CH2:57][N:58]4[CH2:62][CH:61]([OH:63])[CH:60]([OH:64])[CH2:59]4)=[CH:65][CH:66]=3)[CH3:50])=[O:26])[N:23]=2)[S:5]([C:8]2[C:13]([CH3:14])=[CH:12][C:11]([O:15][CH3:16])=[CH:10][C:9]=2[CH3:17])(=[O:6])=[O:7])[CH2:3][CH2:2]1 |f:3.4.5|. Starting materials: O=C([O-])[O-], CC(=O)c1ccc(O)c2ncccc12, CN(C)C=O, ClCc1ccccc1, Cl, [K+], [K+], O. Product: CC(=O)c1ccc(OCc2ccccc2)c2ncccc12. RXN SMILES: [C:16](=[O:17])([O-:18])[O-:19].[C:2]([CH3:3])(=[O:4])[c:5]1[c:6]2[cH:7][cH:8][cH:9][n:10][c:11]2[c:12]([OH:15])[cH:13][cH:14]1.[CH3:31][N:32]([CH3:33])[CH:34]=[O:35].[Cl:22][CH2:23][c:24]1[cH:25][cH:26][cH:27][cH:28][cH:29]1.[ClH:1].[K+:20].[K+:21].[OH2:30]>>[C:2]([CH3:3])(=[O:4])[c:5]1[c:6]2[cH:7][cH:8][cH:9][n:10][c:11]2[c:12]([O:15][CH2:23][c:24]2[cH:25][cH:26][cH:27][cH:28][cH:29]2)[cH:13][cH:14]1. The reactants are OC(C(C)O)C=1C=CC(=NC1)C(=O)OC (methyl 5-(1,2-dihydroxypropyl)-2-pyridinecarboxylate), Cl (HCl). Solvent: O (water), [OH-].[Li+] (lithium hydroxide). Reaction conditions: time 1 hour. The product is OC(C(C)O)C=1C=CC(=NC1)C(=O)O (5-(1,2-dihydroxypropyl)-2-pyridinecarboxylic acid). RXN SMILES: [OH:1][CH:2]([C:6]1[CH:7]=[CH:8][C:9]([C:12]([O:14]C)=[O:13])=[N:10][CH:11]=1)[CH:3]([OH:5])[CH3:4].Cl>O.[OH-].[Li+]>[OH:1][CH:2]([C:6]1[CH:7]=[CH:8][C:9]([C:12]([OH:14])=[O:13])=[N:10][CH:11]=1)[CH:3]([OH:5])[CH3:4] |f:3.4|. Reported procedure: To a solution of methyl 5-(1,2-dihydroxypropyl)-2-pyridinecarboxylate (5 mg) in water (0.1 ml), 1N lithium hydroxide (50 μl) was added at room temperature. After stirring for 1 hour at room temperature, the reaction mixture was neutrized with 1N HCl. The solution was applied to a Diaion HP20 (Mitsubishikasei trademark) column and eluted with methanol-water (1:1) to give 5-(1,2-dihydroxypropyl)-2-pyridinecarboxylic acid: white amorphous powder; molecular formula C9H11NO4; LRFAB-MS m/z 196 [M−H]−;... Solvent: O (water). Product: C(C(C)C)OC(=O)N=C=S (isobutoxycarbonyl isothiocyanate). Reaction conditions: temperature 27.5 celsius. Reactants: ClC(=O)OCC(C)C (isobutyl chloroform ate), [S-]C#N (thiocyanate), NaSCN, N1=CC=CC2=CC=CC=C12 (quinoline), C(=O)([O-])[O-].[Na+].[Na+] (Na2CO3). Reaction SMILES: Cl[C:2]([O:4][CH2:5][CH:6]([CH3:8])[CH3:7])=[O:3].[S-:9][C:10]#[N:11].N1C2C(=CC=CC=2)C=CC=1.C([O-])([O-])=O.[Na+].[Na+]>O>[CH2:5]([O:4][C:2]([N:11]=[C:10]=[S:9])=[O:3])[CH:6]([CH3:8])[CH3:7] |f:3.4.5|. Reported procedure: 136.58 grams (1 mole) of 99% isobutyl chloroform ate are added to a 50% thiocyanate solution containing 81 grams (1 mole) of NaSCN, 81 grams of water, 4.36 grams of quinoline (catalyst) and 1.8 grams of Na2CO3 (base) while maintaining a reaction temperature of 25-30° C. with agitation. The reaction is monitored for the consumption of the chloroformate during the formation of an upper layer of isobutoxycarbonyl isothiocyanate (approximately 4 hours). The contents of the reaction vessel are filter...